describe an organic reaction: reactants, conditions, products, and yield From a dataset of the Open Reaction Database (ORD), a public repository of structured organic reaction records. The reactants are Cl.CS(=O)(=O)NC1=CC=C2CC(C(C2=C1)=O)C1CCNCC1 (6-methanesulfonamido-2-(4-piperidyl)indan-1-one hydrochloride), C([O-])(O)=O.[Na+] (sodium bicarbonate), S(C)(=O)(=O)OCCC1=CC=C(C=C1)NS(=O)(=O)C (4-methanesulfonamidophenethyl alcohol mesylate), [I-].[K+] (potassium iodide). The yield is 79.5%. Reaction SMILES: [ClH:1].[CH3:2][S:3]([NH:6][C:7]1[CH:15]=[C:14]2[C:10]([CH2:11][CH:12]([CH:17]3[CH2:22][CH2:21][NH:20][CH2:19][CH2:18]3)[C:13]2=[O:16])=[CH:9][CH:8]=1)(=[O:5])=[O:4].C(=O)(O)[O-].[Na+].S(O[CH2:33][CH2:34][C:35]1[CH:40]=[CH:39][C:38]([NH:41][S:42]([CH3:45])(=[O:44])=[O:43])=[CH:37][CH:36]=1)(=O)(=O)C.[I-].[K+]>C(OCC)(=O)C.C(#N)C>[ClH:1].[CH3:2][S:3]([NH:6][C:7]1[CH:15]=[C:14]2[C:10]([CH2:11][CH:12]([CH:17]3[CH2:22][CH2:21][N:20]([CH2:33][CH2:34][C:35]4[CH:36]=[CH:37][C:38]([NH:41][S:42]([CH3:45])(=[O:43])=[O:44])=[CH:39][CH:40]=4)[CH2:19][CH2:18]3)[C:13]2=[O:16])=[CH:9][CH:8]=1)(=[O:4])=[O:5] |f:0.1,2.3,5.6,9.10|. Run in C(C)#N (acetonitrile), C(C)(=O)OCC (ethyl acetate). Procedure: A mixture of 0.100 g (0.00029 mol) of 6-methanesulfonamido-2-(4-piperidyl)indan-1-one hydrochloride, 0.073 g (0.00087 mol) of sodium bicarbonate, 0.128 g (0.00044 mol) of 4-methanesulfonamidophenethyl alcohol mesylate, 15 mg of potassium iodide, and 10 mL of acetonitrile was stirred and refluxed for 32 hours. The cooled solution, transferred to a separatory funnel using 25 mL of ethyl acetate, was washed with water and then with brine. The organic phase was extracted with three 4 mL portions of ... Yields the product Cl.CS(=O)(=O)NC1=CC=C2CC(C(C2=C1)=O)C1CCN(CC1)CCC1=CC=C(C=C1)NS(=O)(=O)C (6-Methanesulfonamido-2-(1-[4-methanesulfonamidophenethyl]-4-piperidyl)indan-1-one hydrochloride).